From a dataset of the Open Reaction Database (ORD), a public repository of structured organic reaction records. describe an organic reaction: reactants, conditions, products, and yield The reactants are O=C(CC(=O)OC)C=1SC(=CC1)C1=CC=NC=C1 (methyl 3-oxo-3-(5-pyridin-4-yl-2-thienyl)propanoate), ClC1=CC=C(C=O)C=C1 (4-chlorobenzaldehyde), N1CCCCC1 (piperidine), C1=CC=CC=C1 (benzene), C(C)(=O)O (Acetic acid). Conditions: temperature 92 celsius. Yields the product ClC1=CC=C(C=C1)\C=C(/C(=O)OC)\C(=O)C=1SC(=CC1)C1=CC=NC=C1 ((Z)-methyl 3-(4-chlorophenyl)-2-(5-(pyridin-4-yl)thiophene-2-carbonyl)acrylate). The yield is 65.8%. As a reaction SMILES: [O:1]=[C:2]([C:8]1[S:9][C:10]([C:13]2[CH:18]=[CH:17][N:16]=[CH:15][CH:14]=2)=[CH:11][CH:12]=1)[CH2:3][C:4]([O:6][CH3:7])=[O:5].[Cl:19][C:20]1[CH:27]=[CH:26][C:23]([CH:24]=O)=[CH:22][CH:21]=1.N1CCCCC1.C1C=CC=CC=1.C(O)(=O)C>>[Cl:19][C:20]1[CH:27]=[CH:26][C:23](/[CH:24]=[C:3](/[C:2]([C:8]2[S:9][C:10]([C:13]3[CH:14]=[CH:15][N:16]=[CH:17][CH:18]=3)=[CH:11][CH:12]=2)=[O:1])\[C:4]([O:6][CH3:7])=[O:5])=[CH:22][CH:21]=1. Reported procedure: To a 100 mL round bottom flask was added a solution of methyl 3-oxo-3-(5-pyridin-4-yl-2-thienyl)propanoate (0.150 g, 0.574 mmol), 4-chlorobenzaldehyde (0.097 g, 0.689 mmol) and piperidine (0.006 mL, 0.057 mmol) in anhydrous benzene (10.00 mL, 111.9 mmol). Acetic acid (0.023 mL, 0.401 mmol) was added and the reaction mixture was fitted with a Dean-Stark trap and the bath was heated to 92° C. and allowed to reflux for 18 hours. The reaction was cooled to ambient temperature and concentrated under ... Reactants: C(C)(C)C=1C=C(SC1C(C)C)C(=O)O (4,5-diisopropylthiophene-2-carboxylic acid), OC1=C(C(=O)OC)C=CC(=C1)N (methyl 2-hydroxy-4-aminobenzoate). Product: OC1=C(C(=O)OC)C=CC(=C1)NC(=O)C=1SC(=C(C1)C(C)C)C(C)C (methyl 2-hydroxy-4-[(4,5-diisopropylthiophene-2-carbonyl)amino]benzoate). Isolated yield 33.0%. Reaction SMILES: [CH:1]([C:4]1[CH:5]=[C:6]([C:12]([OH:14])=O)[S:7][C:8]=1[CH:9]([CH3:11])[CH3:10])([CH3:3])[CH3:2].[OH:15][C:16]1[CH:25]=[C:24]([NH2:26])[CH:23]=[CH:22][C:17]=1[C:18]([O:20][CH3:21])=[O:19]>>[OH:15][C:16]1[CH:25]=[C:24]([NH:26][C:12]([C:6]2[S:7][C:8]([CH:9]([CH3:10])[CH3:11])=[C:4]([CH:1]([CH3:2])[CH3:3])[CH:5]=2)=[O:14])[CH:23]=[CH:22][C:17]=1[C:18]([O:20][CH3:21])=[O:19]. Procedure details: In the same manner as that of Example 24, 4,5-diisopropylthiophene-2-carboxylic acid (80 mg, 0.377 mmol) and methyl 2-hydroxy-4-aminobenzoate (113 mg, 0.676 mmol) were condensed, the reaction mixture was treated in a conventional manner, and then the residue was purified by silica gel chromatography [n-hexane-ethyl acetate (40:1)] and recrystallized to obtain methyl 2-hydroxy-4-[(4,5-diisopropylthiophene-2-carbonyl)amino]benzoate (45 mg, 33%) as colorless prisms. The reactants are Clc1ncnc2[nH]ccc12, ClCCl, O=C1CCC(=O)N1Br, O. Product: Clc1ncnc2[nH]cc(Br)c12. As a reaction SMILES: [Cl:1][c:2]1[c:3]2[c:4]([n:5][cH:6][n:7]1)[nH:8][cH:9][cH:10]2.[Cl:20][CH2:21][Cl:22].[O:11]=[C:12]1[N:13]([Br:18])[C:14](=[O:15])[CH2:16][CH2:17]1.[OH2:19]>>[Cl:1][c:2]1[c:3]2[c:4]([n:5][cH:6][n:7]1)[nH:8][cH:9][c:10]2[Br:18]. Starting materials: C[C@@H]1[C@@H]2[C@H](C(=O)N2C(=C1S[C@H]3C[C@H](NC3)C(=O)N(C)C)C(=O)O)[C@@H](C)O (meropenem), OP(=O)(O)[O-].[K+] (potassium phosphate monobasic). The reagents and catalysts are [Zn] (zinc), [Zn] (zinc). Run in O1CCCC1 (tetrahydrofuran), O (water). Reaction conditions: temperature 27 celsius, time 1 hour. The product is C[C@@H]1[C@@H]2[C@H](C(=O)N2C(=C1S[C@H]3C[C@H](NC3)C(=O)N(C)C)C(=O)O)[C@@H](C)O.O.O.O (meropenem trihydrate). Isolated yield 133.4%. Reaction SMILES: [CH3:1][C@H:2]1[C:9]([S:10][C@@H:11]2[CH2:15][NH:14][C@H:13]([C:16]([N:18]([CH3:20])[CH3:19])=[O:17])[CH2:12]2)=[C:8]([C:21]([OH:23])=[O:22])[N:7]2[C@H:3]1[C@@H:4]([C@H:24]([OH:26])[CH3:25])[C:5]2=[O:6].[OH:27]P([O-])(O)=O.[K+]>O1CCCC1.O.[Zn]>[CH3:1][C@H:2]1[C:9]([S:10][C@@H:11]2[CH2:15][NH:14][C@H:13]([C:16]([N:18]([CH3:19])[CH3:20])=[O:17])[CH2:12]2)=[C:8]([C:21]([OH:23])=[O:22])[N:7]2[C@H:3]1[C@@H:4]([C@H:24]([OH:26])[CH3:25])[C:5]2=[O:6].[OH2:27].[OH2:6].[OH2:6] |f:1.2,6.7.8.9|. Reported procedure: 20 g of meropenem-PNB was dissolved in 200 mL of tetrahydrofuran. 60 g of potassium phosphate monobasic (KH2PO4) dissolved in 400 mL of water was added thereto and heated to 27° C. 80 g of zinc powder was slowly added portionwise and stirred between 25 and 35° C. for 1 hour. After completion of the reaction, zinc powder was removed by filtration. 220 mL of methylene chloride was added and stirred, and the phases were separated. The aqueous layer was isolated and washed 2 times with 100 mL of met... Reactants: C(CCCCCC)C=1C=NC(=NC1)C1=CC=C(C=CC(=O)OCC(C(F)F)(F)F)C=C1 (2,2,3,3-tetrafluoropropyl p-(5-heptyl-pyrimidin-2-yl)-cinnamate). The reagents and catalysts are [Pd] (Pd/C). The solvent is C1CCOC1 (THF). Yields the product C(CCCCCC)C=1C=NC(=NC1)C1=CC=C(C=C1)CCC(=O)OCC(C(F)F)(F)F (2,2,3,3-tetrafluoropropyl β-[p-(5-heptyl-pyrimidin-2-yl)-phenyl]-propionate). As a reaction SMILES: [CH2:1]([C:8]1[CH:9]=[N:10][C:11]([C:14]2[CH:31]=[CH:30][C:17]([CH:18]=[CH:19][C:20]([O:22][CH2:23][C:24]([F:29])([F:28])[CH:25]([F:27])[F:26])=[O:21])=[CH:16][CH:15]=2)=[N:12][CH:13]=1)[CH2:2][CH2:3][CH2:4][CH2:5][CH2:6][CH3:7]>C1COCC1.[Pd]>[CH2:1]([C:8]1[CH:13]=[N:12][C:11]([C:14]2[CH:31]=[CH:30][C:17]([CH2:18][CH2:19][C:20]([O:22][CH2:23][C:24]([F:28])([F:29])[CH:25]([F:26])[F:27])=[O:21])=[CH:16][CH:15]=2)=[N:10][CH:9]=1)[CH2:2][CH2:3][CH2:4][CH2:5][CH2:6][CH3:7]. Reported procedure: 0.01 mol of 2,2,3,3-tetrafluoropropyl p-(5-heptyl-pyrimidin-2-yl)-cinnamate (for preparation see Example 21) are hydrogenated in THF with Pd/C in the known manner. Usual working-up gives 2,2,3,3-tetrafluoropropyl β-[p-(5-heptyl-pyrimidin-2-yl)-phenyl]-propionate of m.p. 42° and c.p. 54°. Reactants: CC(C)=O, O=Cc1c(F)cccc1F, [Na+], [OH-], O. Product: CC(=O)C=Cc1c(F)cccc1F. As a reaction SMILES: [CH3:13][C:14]([CH3:15])=[O:16].[F:1][c:2]1[c:3]([CH:4]=[O:5])[c:6]([F:10])[cH:7][cH:8][cH:9]1.[Na+:12].[OH-:11].[OH2:17]>>[F:1][c:2]1[c:3]([CH:4]=[CH:13][C:14]([CH3:15])=[O:16])[c:6]([F:10])[cH:7][cH:8][cH:9]1.